From a dataset of the Open Reaction Database (ORD), a public repository of structured organic reaction records. describe an organic reaction: reactants, conditions, products, and yield Starting materials: C(C)C1=C(OC[C@H](CNC(CO)=O)O)C(=CC(=C1)C1=NOC(=N1)C1=NC(=NC(=C1)C)NCC)C (N—((S)-3-{2-ethyl-4-[5-(2-ethylamino-6-methyl-pyrimidin-4-yl)-[1,2,4]oxadiazol-3-yl]-6-methyl-phenoxy}-2-hydroxy-propyl)-2-hydroxy-acetamide), C(C)(C)NC1=NC(=CC(=N1)C(=O)O)C (2-isopropylamino-6-methyl-pyrimidine-4-carboxylic acid), OCC(=O)NCC(COC1=C(C=C(C=C1C)C(NO)=N)C)O (2-hydroxy-N-{2-hydroxy-3-[4-(N-hydroxycarbamimidoyl)-2,6-dimethyl-phenoxy]-propyl}-acetamide). The product is C(C)(C)NC1=NC(=CC(=N1)C1=NC(=NO1)C1=CC(=C(OCC(CNC(CO)=O)O)C(=C1)C)C)C (rac-N-(3-{4-[5-(2-Isopropylamino-6-methyl-pyrimidin-4-yl)-[1,2,4]oxadiazol-3-yl]-2,6-dimethyl-phenoxy}-2-hydroxy-propyl)-2-hydroxy-acetamide). Reaction SMILES: [CH2:1]([C:3]1[CH:18]=[C:17]([C:19]2[N:23]=[C:22]([C:24]3[CH:29]=[C:28]([CH3:30])[N:27]=[C:26]([NH:31][CH2:32][CH3:33])[N:25]=3)[O:21][N:20]=2)[CH:16]=[C:15]([CH3:34])[C:4]=1[O:5][CH2:6][C@@H:7]([OH:14])[CH2:8][NH:9][C:10](=[O:13])[CH2:11][OH:12])C.[CH:35](NC1N=C(C(O)=O)C=C(C)N=1)(C)C.OCC(NCC(O)COC1C(C)=CC(C(=N)NO)=CC=1C)=O>>[CH:32]([NH:31][C:26]1[N:25]=[C:24]([C:22]2[O:21][N:20]=[C:19]([C:17]3[CH:16]=[C:15]([CH3:34])[C:4]([O:5][CH2:6][CH:7]([OH:14])[CH2:8][NH:9][C:10](=[O:13])[CH2:11][OH:12])=[C:3]([CH3:1])[CH:18]=3)[N:23]=2)[CH:29]=[C:28]([CH3:30])[N:27]=1)([CH3:33])[CH3:35]. Procedure: rac-N-(3-{4-[5-(2-Isopropylamino-6-methyl-pyrimidin-4-yl)-[1,2,4]oxadiazol-3-yl]-2,6-dimethyl-phenoxy}-2-hydroxy-propyl)-2-hydroxy-acetamide is prepared in analogy to N—((S)-3-{2-ethyl-4-[5-(2-ethylamino-6-methyl-pyrimidin-4-yl)-[1,2,4]oxadiazol-3-yl]-6-methyl-phenoxy}-2-hydroxy-propyl)-2-hydroxy-acetamide using 2-isopropylamino-6-methyl-pyrimidine-4-carboxylic acid and 2-hydroxy-N-{2-hydroxy-3-[4-(N-hydroxycarbamimidoyl)-2,6-dimethyl-phenoxy]-propyl}-acetamide; LC-MS: tR=0.92 min, [M+H]+=471.25... Procedure details: SeO2 (0.56 g, 5.06 mmol) was added to a solution of 3-(diethylphosphonomethyl)-6,7-dimethoxy-2-methylquinoline (1.79 g, 5.06 mmol) in dioxane (25 ml). The mixture was refluxed for 75 min, filtered and concentrated. The remaining oil was purified by chromatography to give 1.48 g 3-(diethylphosphonomethyl)-6,7-dimethoxyquinoline-2-carboxaldehyde. Reaction SMILES: [CH2:1]([O:3][P:4]([CH2:9][C:10]1[C:11]([CH3:24])=[N:12][C:13]2[C:18]([CH:19]=1)=[CH:17][C:16]([O:20][CH3:21])=[C:15]([O:22][CH3:23])[CH:14]=2)([O:6][CH2:7][CH3:8])=[O:5])[CH3:2].[O:25]1CCOCC1>>[CH2:1]([O:3][P:4]([CH2:9][C:10]1[C:11]([CH:24]=[O:25])=[N:12][C:13]2[C:18]([CH:19]=1)=[CH:17][C:16]([O:20][CH3:21])=[C:15]([O:22][CH3:23])[CH:14]=2)([O:6][CH2:7][CH3:8])=[O:5])[CH3:2]. The reactants are SeO2, C(C)OP(=O)(OCC)CC=1C(=NC2=CC(=C(C=C2C1)OC)OC)C (3-(diethylphosphonomethyl)-6,7-dimethoxy-2-methylquinoline), O1CCOCC1 (dioxane). Yields the product C(C)OP(=O)(OCC)CC=1C(=NC2=CC(=C(C=C2C1)OC)OC)C=O (3-(diethylphosphonomethyl)-6,7-dimethoxyquinoline-2-carboxaldehyde). Reactants: CC(Cl)c1cccnc1, COc1cccc(C2CC2C(=O)O)c1. Reagents/catalysts: O=C([O-])[O-].[Cs+].[Cs+] (cesium carbonate), [I-].[K+] (potassium iodide). Run in CN(C)C=O (DMF), CN(C)C=O (dmf), CN(C)C=O (DMF). Reaction conditions: temperature 70 celsius, time 16 hour. Yields the product COc1cccc(C2CC2C(=O)OC(C)c2cccnc2)c1. The reactants are Cl.N[C@H](C(=O)N1CSCC1)CC1=CC=CC=C1 ((S)-2-Amino-3-phenyl-1-thiazolidin-3-yl-propan-1-one hydrochloride), C(#N)C=1C=C2C=C(NC2=CC1)C(=O)O (5-cyano-1H-indole-2-carboxylic acid). The solvent is C(C)(=O)OCC (ethyl acetate), Cl (HCl). Product: C(C1=CC=CC=C1)[C@@H](C(N1CSCC1)=O)NC(=O)C=1NC2=CC=C(C=C2C1)C#N (5-Cyano-1H-indole-2-carboxylic acid ((1S)-benzyl-2-oxo-2-thiazolidin-3-yl-ethyl)-amide). Reaction SMILES: Cl.[NH2:2][C@@H:3]([CH2:11][C:12]1[CH:17]=[CH:16][CH:15]=[CH:14][CH:13]=1)[C:4]([N:6]1[CH2:10][CH2:9][S:8][CH2:7]1)=[O:5].[C:18]([C:20]1[CH:21]=[C:22]2[C:26](=[CH:27][CH:28]=1)[NH:25][C:24]([C:29](O)=[O:30])=[CH:23]2)#[N:19]>C(OCC)(=O)C.Cl>[CH2:11]([C@H:3]([NH:2][C:29]([C:24]1[NH:25][C:26]2[C:22]([CH:23]=1)=[CH:21][C:20]([C:18]#[N:19])=[CH:28][CH:27]=2)=[O:30])[C:4](=[O:5])[N:6]1[CH2:10][CH2:9][S:8][CH2:7]1)[C:12]1[CH:17]=[CH:16][CH:15]=[CH:14][CH:13]=1 |f:0.1|. Procedure details: (S)-2-Amino-3-phenyl-1-thiazolidin-3-yl-propan-1-one hydrochloride (4.0 mmol) and 5-cyano-1H-indole-2-carboxylic acid (4.0 mmol) were coupled according to Procedure A (0-25° C. reaction temperature, 48 hours reaction time) with the following workup: the reaction mixture was diluted with ethyl acetate and 2 N HCl, the resulting precipitate collected by filtration, washed with 2 N HCl and 2 N NaOH. The crude product was purified by chromatography on silica gel eluted with 30, 40 and 60% ethyl acet...